This data is from the Open Reaction Database (ORD), a public repository of structured organic reaction records. The task is: describe an organic reaction: reactants, conditions, products, and yield Starting materials: NCCN (1,2-diaminoethane), COC(=O)C=1C=CC(OC1)=O (2-oxo-2H-pyran-5-carboxylic acid methyl ester). Run in C(C)O (ethanol), C(C)O (ethanol). Reaction conditions: time 4 hour. Yields the product COC(=O)C1=CN(C(C=C1)=O)CCN (1-(2-aminoethyl)-1,6-dihydro-6-oxo-3-pyridinecarboxylic acid methyl ester). As a reaction SMILES: [CH3:1][O:2][C:3]([C:5]1[CH:6]=[CH:7][C:8](=[O:11])O[CH:10]=1)=[O:4].[NH2:12][CH2:13][CH2:14][NH2:15]>C(O)C>[CH3:1][O:2][C:3]([C:5]1[CH:6]=[CH:7][C:8](=[O:11])[N:12]([CH2:13][CH2:14][NH2:15])[CH:10]=1)=[O:4]. Procedure details: To a 500 ml 3-necked flask fitted with a magnetic stirrer bar, addition funnel, nitrogen inlet, and containing 2-oxo-2H-pyran-5-carboxylic acid methyl ester (coumalic acid methyl ester) (10.0 g, 65.0 mmol) and absolute ethanol 160 ml) was added, over 3-5 minutes at room temperature, a solution consisting of 1,2-diaminoethane (17.4 ml, 260 mmol) and abs. ethanol (50 ml). Stirring was continued for 4 hours at which time the suspension was filtered. Concentration of the flitrate gave 1-(2-aminoethy... Reactants: N(=NC(=O)OCC)C(=O)OCC (diethyl azodicarboxylate), C(C)(C)(C)OC(=O)N1C(OC[C@@H]1CO)(C)C ((S)-4-hydroxymethyl-2,2-dimethyl-oxazolidine-3-carboxylic acid tert-butyl ester), SC=1SC2=C(N1)C=CC=C2 (2-mercaptobenzothiazole), C1(=CC=CC=C1)P(C1=CC=CC=C1)C1=CC=CC=C1 (triphenylphosphine). Run in C1CCOC1 (THF), CCOC(=O)C (EtOAc). Conditions: time 8 hour. Product: C(C)(C)(C)OC(=O)N1C(OC[C@@H]1CSC=1SC2=C(N1)C=CC=C2)(C)C ((R)-4-(benzothiazol-2-ylsulfanyl-methyl)-2,2-dimethyl-oxazolidine-3-carboxylic acid tert-butyl ester). Isolated yield 93.9%. Reaction SMILES: [C:1]([O:5][C:6]([N:8]1[C@@H:12]([CH2:13]O)[CH2:11][O:10][C:9]1([CH3:16])[CH3:15])=[O:7])([CH3:4])([CH3:3])[CH3:2].[SH:17][C:18]1[S:19][C:20]2[CH:26]=[CH:25][CH:24]=[CH:23][C:21]=2[N:22]=1.C1(P(C2C=CC=CC=2)C2C=CC=CC=2)C=CC=CC=1.N(C(OCC)=O)=NC(OCC)=O>C1COCC1.CCOC(C)=O>[C:1]([O:5][C:6]([N:8]1[C@@H:12]([CH2:13][S:17][C:18]2[S:19][C:20]3[CH:26]=[CH:25][CH:24]=[CH:23][C:21]=3[N:22]=2)[CH2:11][O:10][C:9]1([CH3:16])[CH3:15])=[O:7])([CH3:4])([CH3:3])[CH3:2]. Procedure details: To a stirred, cooled (0° C.) solution of (S)-4-hydroxymethyl-2,2-dimethyl-oxazolidine-3-carboxylic acid tert-butyl ester (1.36 g), 2-mercaptobenzothiazole (1.48 g) and triphenylphosphine (2.32 g) in THF (80 ml) under an argon atmosphere was added diethyl azodicarboxylate (4.1 ml; 40% solution in toluene). The mixture (soon turning to a yellow suspension, slowly warming up to r.t.) was stirred for 18 h overnight, then diluted with EtOAc and washed with sat. aq. Na2CO3. The aqueous phase was back ... The reactants are FC1=NC=CC=C1B(O)O (2-Fluoropyridine-3-boronic acid), C([O-])([O-])=O.[Na+].[Na+] (sodium carbonate), C(C)(C)(C)OC(=O)N(C(=O)OC(C)(C)C)C1=N[C@]2(CO[C@H](C[C@H]2CS1)C(F)(F)F)C1=C(C=CC(=C1)Br)F ((±)-N,N-di(tert-butyloxycarbonyl)-[(4aR*,6R*,8aS*)-8a-(5-bromo-2-fluorophenyl)-6-trifluoromethyl-4,4a,5,6,8,8a-hexahydro-7-oxa-3-thia-1-azanaphthalen-2-yl]amine). Reagents/catalysts: C=1C=CC(=CC1)[P](C=2C=CC=CC2)(C=3C=CC=CC3)[Pd]([P](C=4C=CC=CC4)(C=5C=CC=CC5)C=6C=CC=CC6)([P](C=7C=CC=CC7)(C=8C=CC=CC8)C=9C=CC=CC9)[P](C=1C=CC=CC1)(C=1C=CC=CC1)C=1C=CC=CC1 (tetrakis(triphenylphosphine)palladium). The solvent is C(C)(=O)OCC (ethyl acetate), CN(C)C=O (DMF). Reaction conditions: temperature 85 celsius, time 7 hour. Product: FC1=C(C=C(C=C1)C=1C(=NC=CC1)F)[C@@]12CO[C@H](C[C@H]2CSC(=N1)N)C(F)(F)F ((±)-(4aR*,6R*,8aS*)-8a-[2-fluoro-5-(2-fluoropyridin-3-yl)phenyl]-6-trifluoromethyl-4,4a,5,6,8,8a-hexahydro-7-oxa-3-thia-1-azanaphthalen-2-ylamine). Isolated yield 14.5%. Reaction SMILES: [F:1][C:2]1[C:7](B(O)O)=[CH:6][CH:5]=[CH:4][N:3]=1.C(=O)([O-])[O-].[Na+].[Na+].C(OC([N:24]([C:32]1[S:41][CH2:40][C@H:39]2[C@:34]([C:46]3[CH:51]=[C:50](Br)[CH:49]=[CH:48][C:47]=3[F:53])([CH2:35][O:36][C@@H:37]([C:42]([F:45])([F:44])[F:43])[CH2:38]2)[N:33]=1)C(OC(C)(C)C)=O)=O)(C)(C)C>CN(C=O)C.C(OCC)(=O)C.C1C=CC([P]([Pd]([P](C2C=CC=CC=2)(C2C=CC=CC=2)C2C=CC=CC=2)([P](C2C=CC=CC=2)(C2C=CC=CC=2)C2C=CC=CC=2)[P](C2C=CC=CC=2)(C2C=CC=CC=2)C2C=CC=CC=2)(C2C=CC=CC=2)C2C=CC=CC=2)=CC=1>[F:53][C:47]1[CH:48]=[CH:49][C:50]([C:7]2[C:2]([F:1])=[N:3][CH:4]=[CH:5][CH:6]=2)=[CH:51][C:46]=1[C@@:34]12[N:33]=[C:32]([NH2:24])[S:41][CH2:40][C@@H:39]1[CH2:38][C@H:37]([C:42]([F:45])([F:43])[F:44])[O:36][CH2:35]2 |f:1.2.3,^1:68,70,89,108|. Reported procedure: 2-Fluoropyridine-3-boronic acid (63.9 mg), tetrakis(triphenylphosphine)palladium (26.2 mg) and a 1 N sodium carbonate solution (453 μl) were added to a solution of (±)-N,N-di(tert-butyloxycarbonyl)-[(4aR*,6R*,8aS*)-8a-(5-bromo-2-fluorophenyl)-6-trifluoromethyl-4,4a,5,6,8,8a-hexahydro-7-oxa-3-thia-1-azanaphthalen-2-yl]amine (138 mg) in DMF (9.9 ml), and the mixture was stirred in a nitrogen atmosphere at 85° C. for seven hours. The reaction solution was cooled to room temperature and then diluted... Reactants: O.O.O.O.O.O.[Fe](Cl)(Cl)Cl (iron (III) chloride hexahydrate), OO (hydrogen peroxide), [Fe-3](C#N)(C#N)(C#N)(C#N)(C#N)C#N.[K+].[K+].[K+] (potassium ferricyanide), [Fe](Cl)(Cl)Cl (iron (III) chloride), O=O (oxygen), OO (hydrogen peroxide), [Fe-3](C#N)(C#N)(C#N)(C#N)(C#N)C#N.[K+].[K+].[K+] (potassium ferricyanide). Solvent: O (water), O (water). Reaction conditions: time 30 minute. The product is [Fe-4](C#N)(C#N)(C#N)(C#N)(C#N)C#N.[Fe+3].[Fe-4](C#N)(C#N)(C#N)(C#N)(C#N)C#N.[Fe-4](C#N)(C#N)(C#N)(C#N)(C#N)C#N.[Fe+3].[Fe+3].[Fe+3] (iron (III) ferrocyanide). Reaction SMILES: O.O.O.O.O.O.[Fe:7](Cl)(Cl)Cl.OO.[Fe-3:13]([C:24]#[N:25])([C:22]#[N:23])([C:20]#[N:21])([C:18]#[N:19])([C:16]#[N:17])[C:14]#[N:15].[K+].[K+].[K+].[Fe:29](Cl)(Cl)Cl.O=O>O>[Fe-4:13]([C:22]#[N:23])([C:18]#[N:19])([C:14]#[N:15])([C:16]#[N:17])([C:20]#[N:21])[C:24]#[N:25].[Fe+3:7].[Fe-4:13]([C:22]#[N:23])([C:18]#[N:19])([C:14]#[N:15])([C:16]#[N:17])([C:20]#[N:21])[C:24]#[N:25].[Fe-4:13]([C:22]#[N:23])([C:18]#[N:19])([C:14]#[N:15])([C:16]#[N:17])([C:20]#[N:21])[C:24]#[N:25].[Fe+3:29].[Fe+3:7].[Fe+3:7] |f:0.1.2.3.4.5.6,8.9.10.11,15.16.17.18.19.20.21|. Procedure: The electrochromic layer was prepared in the following manner: Into a tall 180 mL beaker equipped with a stirring bar was measured 85 g of distilled water, 0.230 g of iron (III) chloride hexahydrate and about 0.6 mL of the 1% hydrogen peroxide solution. Into a 100 mL beaker was measured 60 g of distilled water, 0.2 g of potassium ferricyanide (III) and about 0.6 mL of the 1% hydrogen peroxide solution. With vigorous stirring, the potassium ferricyanide (III) solution was slowly added dropwise to... Reactants: C, CCN1CCN(c2nc(-c3ccc(OCCOCc4ccccc4)c(C#N)c3)cc3ccccc23)CC1, CO, [Pd]. Product: CCN1CCN(c2nc(-c3ccc(OCCO)c(C#N)c3)cc3ccccc23)CC1. RXN SMILES: [C:40].[CH2:1]([CH3:2])[N:3]1[CH2:4][CH2:5][N:6]([c:9]2[n:10][c:11](-[c:19]3[cH:20][c:21]([C:36]#[N:37])[c:22]([O:25][CH2:26][CH2:27][O:28][CH2:29][c:30]4[cH:31][cH:32][cH:33][cH:34][cH:35]4)[cH:23][cH:24]3)[cH:12][c:13]3[cH:14][cH:15][cH:16][cH:17][c:18]23)[CH2:7][CH2:8]1.[CH3:38][OH:39].[Pd:41]>>[CH2:1]([CH3:2])[N:3]1[CH2:4][CH2:5][N:6]([c:9]2[n:10][c:11](-[c:19]3[cH:20][c:21]([C:36]#[N:37])[c:22]([O:25][CH2:26][CH2:27][OH:28])[cH:23][cH:24]3)[cH:12][c:13]3[cH:14][cH:15][cH:16][cH:17][c:18]23)[CH2:7][CH2:8]1. Reactants: OC=1C(=C(C=O)C(=CC1)CC)O (dihydroxy-6-ethylbenzaldehyde), C(C1=CC=CC=C1)Cl (benzyl chloride), C(=O)([O-])[O-].[K+].[K+] (K2CO3). Solvent: CN(C)C=O (DMF), CCOC(=O)C (EtOAc). The product is C(C1=CC=CC=C1)OC1=C(C=O)C(=CC(=C1)OCC1=CC=CC=C1)CC (2,4-bisbenzyloxy-6-ethylbenzaldehyde). Isolated yield 88.0%. RXN SMILES: O[C:2]1[C:3]([OH:12])=[C:4]([C:7]([CH2:10][CH3:11])=[CH:8][CH:9]=1)[CH:5]=[O:6].[CH2:13](Cl)[C:14]1[CH:19]=[CH:18][CH:17]=[CH:16][CH:15]=1.[C:21]([O-:24])([O-])=O.[K+].[K+]>CN(C=O)C.CCOC(C)=O>[CH2:13]([O:12][C:3]1[CH:2]=[C:9]([O:24][CH2:21][C:2]2[CH:3]=[CH:4][CH:7]=[CH:8][CH:9]=2)[CH:8]=[C:7]([CH2:10][CH3:11])[C:4]=1[CH:5]=[O:6])[C:14]1[CH:19]=[CH:18][CH:17]=[CH:16][CH:15]=1 |f:2.3.4|. Procedure details: 1.9 g of dihydroxy-6-ethylbenzaldehyde, 3.48 ml of benzyl chloride and 4.7 g of K2CO3 are stirred in 5.2 ml of DMF at 90° for 2 h. The batch is diluted with EtOAc and washed with water. The organic phase is dried using Na2SO4, evaporated and chromatographed on silica gel. The uniform fractions are combined and evaporated. The oily residue solidifies on standing after a few days. Treatment with etheropetroleum ether 1:1 gives 3.5 g (88%) of 2,4-bisbenzyloxy-6-ethylbenzaldehyde, which discolours i... Starting materials: O=C([O-])O, CCCC[N+](CCCC)(CCCC)CCCC, CCOC(C)=O, [F-], [Na+], C1CCOC1, CCCC(=O)Nc1nn(COCC[Si](C)(C)C)c2cc(-c3ccncc3)ccc12. Product: CCCC(=O)Nc1n[nH]c2cc(-c3ccncc3)ccc12. RXN SMILES: [C:54](=[O:55])([O-:56])[OH:57].[CH3:2][CH2:3][CH2:4][CH2:5][N+:6]([CH2:7][CH2:8][CH2:9][CH3:10])([CH2:11][CH2:12][CH2:13][CH3:14])[CH2:15][CH2:16][CH2:17][CH3:18].[CH3:48][CH2:49][O:50][C:51](=[O:52])[CH3:53].[F-:1].[Na+:58].[O:59]1[CH2:60][CH2:61][CH2:62][CH2:63]1.[n:19]1[cH:20][cH:21][c:22](-[c:25]2[cH:26][cH:27][c:28]3[c:29]([NH:42][C:43]([CH2:44][CH2:45][CH3:46])=[O:47])[n:30][n:31]([CH2:34][O:35][CH2:36][CH2:37][Si:38]([CH3:39])([CH3:40])[CH3:41])[c:32]3[cH:33]2)[cH:23][cH:24]1>>[n:19]1[cH:20][cH:21][c:22](-[c:25]2[cH:26][cH:27][c:28]3[c:29]([NH:42][C:43]([CH2:44][CH2:45][CH3:46])=[O:47])[n:30][nH:31][c:32]3[cH:33]2)[cH:23][cH:24]1.